This data is from the Open Reaction Database (ORD), a public repository of structured organic reaction records. The task is: describe an organic reaction: reactants, conditions, products, and yield The reactants are CC(C)C[Al+]CC(C)C, COC(=O)C(OCc1ccccc1)C(CC1CCCCC1)NC(=O)OC(C)(C)C, CC(C)C[AlH]CC(C)C, Cc1ccccc1, CO, CCOC=O, [H-]. Product: CC(C)(C)OC(=O)NC(CC1CCCCC1)C(C=O)OCc1ccccc1. As a reaction SMILES: [CH2:31]([Al+:32][CH2:33][CH:34]([CH3:35])[CH3:36])[CH:37]([CH3:38])[CH3:39].[CH3:1][O:2][C:3]([CH:4]([CH:5]([CH2:6][CH:7]1[CH2:8][CH2:9][CH2:10][CH2:11][CH2:12]1)[NH:13][C:14](=[O:15])[O:16][C:17]([CH3:18])([CH3:19])[CH3:20])[O:21][CH2:22][c:23]1[cH:24][cH:25][cH:26][cH:27][cH:28]1)=[O:29].[CH3:40][CH:41]([CH2:42][AlH:43][CH2:44][CH:45]([CH3:46])[CH3:47])[CH3:48].[CH3:54][c:55]1[cH:56][cH:57][cH:58][cH:59][cH:60]1.[CH3:61][OH:62].[CH:49]([O:50][CH2:51][CH3:52])=[O:53].[H-:30]>>[O:2]=[CH:3][CH:4]([CH:5]([CH2:6][CH:7]1[CH2:8][CH2:9][CH2:10][CH2:11][CH2:12]1)[NH:13][C:14](=[O:15])[O:16][C:17]([CH3:18])([CH3:19])[CH3:20])[O:21][CH2:22][c:23]1[cH:24][cH:25][cH:26][cH:27][cH:28]1. The product is C(C1=CC=CC=C1)NS(=O)(=O)C=1C(=C(C=CC1Cl)NC(=O)NC1=C(C(=CC=C1)Cl)Cl)O (N[3-(N″-Benzylaminosulfonyl)-4-chloro-2-hydroxyphenyl]-N′(2,3-dichlorophenyl) urea). The solvent is CN(C=O)C (N,N-dimethylformamide), C(C)(=O)OCC (ethyl acetate). Starting materials: C(C1=CC=CC=C1)NS(=O)(=O)C1=C(C(=CC=C1Cl)N)O (N-benzyl-3-amino-6-chloro-2-hydroxybenzenesulfonamide), ClC1=C(C=CC=C1Cl)N=C=O (2,3-dichlorophenylisocyanate). Reported procedure: A solution of N-benzyl-3-amino-6-chloro-2-hydroxybenzenesulfonamide (54 mg, 0.17 mmol) and 2,3-dichlorophenylisocyanate (34 μL, 0.26 mmol) in 2 mL of N,N-dimethylformamide was stirred at room temperature for 20 hours. The mixture was diluted with ethyl acetate and washed with water to give the crude material. Purification by column chromatography on silica gel, eluting with ethyl acetate/hexane (60/40, v/v), gave the desired product (10 mg, 12%). EI-MS (m/z) 498.2, 500.1, 502.1 (M−). As a reaction SMILES: [CH2:1]([NH:8][S:9]([C:12]1[C:17]([Cl:18])=[CH:16][CH:15]=[C:14]([NH2:19])[C:13]=1[OH:20])(=[O:11])=[O:10])[C:2]1[CH:7]=[CH:6][CH:5]=[CH:4][CH:3]=1.[Cl:21][C:22]1[C:27]([Cl:28])=[CH:26][CH:25]=[CH:24][C:23]=1[N:29]=[C:30]=[O:31]>CN(C)C=O.C(OCC)(=O)C>[CH2:1]([NH:8][S:9]([C:12]1[C:13]([OH:20])=[C:14]([NH:19][C:30]([NH:29][C:23]2[CH:24]=[CH:25][CH:26]=[C:27]([Cl:28])[C:22]=2[Cl:21])=[O:31])[CH:15]=[CH:16][C:17]=1[Cl:18])(=[O:11])=[O:10])[C:2]1[CH:7]=[CH:6][CH:5]=[CH:4][CH:3]=1. Yield: 11.7%. The reactants are COc1cc(N2CCN(C(=O)CCl)CC2)ccc1Cl, Cc1[nH]nc(CO)c1Cl. Yields the product COc1cc(N2CCN(C(=O)Cn3nc(CO)c(Cl)c3C)CC2)ccc1Cl. Reaction SMILES: [Cl:10][CH2:11][C:12](=[O:13])[N:14]1[CH2:15][CH2:16][N:17]([c:20]2[cH:21][c:22]([O:27][CH3:28])[c:23]([Cl:26])[cH:24][cH:25]2)[CH2:18][CH2:19]1.[Cl:1][c:2]1[c:3]([CH2:8][OH:9])[n:4][nH:5][c:6]1[CH3:7]>>[Cl:1][c:2]1[c:3]([CH2:8][OH:9])[n:4][n:5]([CH2:11][C:12](=[O:13])[N:14]2[CH2:15][CH2:16][N:17]([c:20]3[cH:21][c:22]([O:27][CH3:28])[c:23]([Cl:26])[cH:24][cH:25]3)[CH2:18][CH2:19]2)[c:6]1[CH3:7]. Reactants: C(C)C(CC)(CC\C=C(\C)/C1=CC(=CC=C1)O)O ((Z)-3-ethyl-7-(3-hydroxyphenyl)oct-6-en-3-ol), BrCC=1C=C(C(C(=O)OC)=CC1)C(=O)OC (dimethyl 4-bromomethylphthalate). Yields the product OCC=1C=C(COC=2C=C(C=CC2)\C(=C/CCC(CC)(O)CC)\C)C=CC1CO ((Z)-7-[3-(3,4-bis-Hydroxymethylbenzyloxy)phenyl]-3-ethyloct-6-en-3-ol). The yield is 0.1%. As a reaction SMILES: [CH2:1]([C:3]([OH:18])([CH2:6][CH2:7]/[CH:8]=[C:9](\[C:11]1[CH:16]=[CH:15][CH:14]=[C:13]([OH:17])[CH:12]=1)/[CH3:10])[CH2:4][CH3:5])[CH3:2].Br[CH2:20][C:21]1[CH:22]=[C:23]([C:31](OC)=[O:32])[C:24](=[CH:29][CH:30]=1)[C:25](OC)=[O:26]>>[OH:32][CH2:31][C:23]1[CH:22]=[C:21]([CH:30]=[CH:29][C:24]=1[CH2:25][OH:26])[CH2:20][O:17][C:13]1[CH:12]=[C:11](/[C:9](/[CH3:10])=[CH:8]\[CH2:7][CH2:6][C:3]([CH2:4][CH3:5])([OH:18])[CH2:1][CH3:2])[CH:16]=[CH:15][CH:14]=1. Procedure details: In a manner similar to Example 64(d), by reacting 234 mg (0.95 mmol) of (Z)-3-ethyl-7-(3-hydroxyphenyl)oct-6-en-3-ol with 356 mg (1.24 mmol) of dimethyl 4-bromomethylphthalate, .398 mg (92%) of expected product are obtained in the form of an oil. The reactants are CC(OC(=O)OCCl)C(=O)OCc1ccccc1, CC#N, [I-], [Na+]. Yields the product CC(OC(=O)OCI)C(=O)OCc1ccccc1. RXN SMILES: [C:1]([O:2][CH:3]([CH3:4])[C:5](=[O:6])[O:7][CH2:8][c:9]1[cH:10][cH:11][cH:12][cH:13][cH:14]1)([O:15][CH2:16][Cl:17])=[O:18].[CH3:21][C:22]#[N:23].[I-:20].[Na+:19]>>[C:1]([O:2][CH:3]([CH3:4])[C:5](=[O:6])[O:7][CH2:8][c:9]1[cH:10][cH:11][cH:12][cH:13][cH:14]1)([O:15][CH2:16][I:20])=[O:18]. Starting materials: C1(=CC=CC=C1)NC1=CC=CC=C1 (diphenylamine), IC1=CC=C(C=C1)C1=CC=C(C=C1)I (4,4'-diiodobiphenyl), C([O-])([O-])=O.[K+].[K+] (potassium carbonate). Reagents/catalysts: [Cu] (copper). Solvent: [N+](=O)([O-])C1=CC=CC=C1 (nitrobenzene). Yields the product IC1=CC=C(C=C1)C1=CC=C(C=C1)N(C1=CC=CC=C1)C1=CC=CC=C1 (N-(4'-iodo-4-biphenylyl)-N,N-diphenylamine). The yield is 55.7%. As a reaction SMILES: [C:1]1([NH:7][C:8]2[CH:13]=[CH:12][CH:11]=[CH:10][CH:9]=2)[CH:6]=[CH:5][CH:4]=[CH:3][CH:2]=1.I[C:15]1[CH:20]=[CH:19][C:18]([C:21]2[CH:26]=[CH:25][C:24]([I:27])=[CH:23][CH:22]=2)=[CH:17][CH:16]=1.C(=O)([O-])[O-].[K+].[K+]>[Cu].[N+](C1C=CC=CC=1)([O-])=O>[I:27][C:24]1[CH:25]=[CH:26][C:21]([C:18]2[CH:19]=[CH:20][C:15]([N:7]([C:8]3[CH:9]=[CH:10][CH:11]=[CH:12][CH:13]=3)[C:1]3[CH:6]=[CH:5][CH:4]=[CH:3][CH:2]=3)=[CH:16][CH:17]=2)=[CH:22][CH:23]=1 |f:2.3.4|. Reported procedure: 16.9 g (0.10 mol) of diphenylamine, 48.7 g (0.12 mol) of 4,4'-diiodobiphenyl, 16.6 g (0.12 mol) of anhydrous potassium carbonate, 1.27 g (0.02 mol) of copper powder, and 20 ml of nitrobenzene were mixed. The reaction mixture was then allowed to undergo reaction at a temperature of 190° C. to 205° C. for 20 hours. The reaction product was then extracted with 200 ml of toluene. The insoluble contents were removed by filtration. The filtrate was then concentrated to dryness. The concentrate was the... Reactants: CC1C(CCC2(CCCCC12)C)=O (1,4a-dimethyl-octahydro-naphthalen-2-one), C(C)(=O)O.C(=N)N (formamidine acetate), CC1C(CCC2(CCCCC12)C)=O (1,4a-Dimethyl-octahydro-naphthalen-2-one), 1,4a-dimethyl-4,4-a,5,6,7,8-hexahydro-3H-naphthalen-2-one, [H][H] (hydrogen). The reagents and catalysts are [Pd] (Pd/C). The solvent is C(CCC)O (butanol), alcohol. Run at temperature 130 celsius, time 24 hour. Yields the product CC12CC=3C=NC=NC3C(C1CCCC2)C (5a,10-dimethyl-5,5a,6,7,8,9,9a,10-octahydro-benzo[g]quinazoline). RXN SMILES: [CH3:1][CH:2]1[CH:11]2[C:6]([CH3:12])([CH2:7][CH2:8][CH2:9][CH2:10]2)[CH2:5][CH2:4][C:3]1=O.[H][H].[C:16](O)(=O)C.[CH:20]([NH2:22])=[NH:21]>[Pd].C(O)CCC>[CH3:12][C:6]12[CH2:7][CH2:8][CH2:9][CH2:10][CH:11]1[CH:2]([CH3:1])[C:3]1[N:22]=[CH:20][N:21]=[CH:16][C:4]=1[CH2:5]2 |f:2.3|. Reported procedure: 1,4a-Dimethyl-octahydro-naphthalen-2-one is first prepared by hydrogenating 1,4a-dimethyl-4,4-a,5,6,7,8-hexahydro-3H-naphthalen-2-one (prepared as described by Sjoebers in Acta Chemica Scand., 1990, 44(10), pages: 1036-1041) with Pd/C in alcohol in a Parr Hydrogenator at 25-60° C. and under 500 psi of hydrogen gas. A 100 mL reaction flask is charged with 1,4a-dimethyl-octahydro-naphthalen-2-one (10 g, 0.05 mol), formamidine acetate (27 g, 0.26 mol), and butanol (50 mL). The reaction mixture is h... Reactants: N12CC(C(CC1)CC2)OC(NC2=C(C=CC=C2)Br)=O (quinuclidin-3-yl2-bromophenylcarbamate), COC1=C(C=CC=C1)B(O)O (2-methoxyphenylboronic acid), [PdCl2(pddf)]CH2Cl2. Product: COC1=C(C=CC=C1)C1=C(C=CC=C1)NC(OC1CN2CCC1CC2)=O (quinuclidin-3-yl 2′-methoxybiphenyl-2-ylcarbamate). The yield is 72.0%. As a reaction SMILES: [N:1]12[CH2:8][CH2:7][CH:4]([CH2:5][CH2:6]1)[CH:3]([O:9][C:10](=[O:19])[NH:11][C:12]1[CH:17]=[CH:16][CH:15]=[CH:14][C:13]=1Br)[CH2:2]2.[CH3:20][O:21][C:22]1[CH:27]=[CH:26][CH:25]=[CH:24][C:23]=1B(O)O>>[CH3:20][O:21][C:22]1[CH:27]=[CH:26][CH:25]=[CH:24][C:23]=1[C:13]1[CH:14]=[CH:15][CH:16]=[CH:17][C:12]=1[NH:11][C:10](=[O:19])[O:9][CH:3]1[CH:4]2[CH2:7][CH2:8][N:1]([CH2:6][CH2:5]2)[CH2:2]1. Procedure: Using general procedure E, quinuclidin-3-yl2-bromophenylcarbamate, 2-methoxyphenylboronic acid and [PdCl2(pddf)]CH2Cl2 gave the title compound as a white solid (102 mg, 72%). 1H NMR (500 MHz, CDCl3) δ 7.95 (br s, 1H), 7.42 (t, J=7.5 Hz, 1H), 7.37 (t, J=7.5 Hz, 1H), 7.25 (d, J=7.5 Hz, 1H), 7.15 (t, J=7.5 Hz, 1H), 7.09 (t, J=7.5 Hz, 1H), 7.04 (d, J=8.5 Hz, 1H), 6.72 (br s, 1H), 4.76 (m, 1H), 3.82 (s, 3H), 3.23 (m, 1H), 2.90-2.64 (m, 5H), 1.98-2.08 (m, 1H), 1.81-1.63 (m, 2H), 1.60-1.50 (m, 1H), 1.4... The reactants are N#CCCCBr, [KH], Nc1ccccn1, CN(C)C=O. The product is N#CCCCCNc1ccccn1. RXN SMILES: [Br:9][CH2:10][CH2:11][CH2:12][C:13]#[N:14].[KH:8].[NH2:1][c:2]1[n:3][cH:4][cH:5][cH:6][cH:7]1.[O:15]=[CH:16][N:17]([CH3:18])[CH3:19]>>[NH:1]([c:2]1[n:3][cH:4][cH:5][cH:6][cH:7]1)[CH2:16][CH2:10][CH2:11][CH2:12][C:13]#[N:14]. Reactants: C(C)(C)(C)OC(=O)NC(C(=O)O)C(=O)O (t-butoxycarbonylaminomalonic acid), Cl.C(C)N=C=NCCCN(C)C (1-ethyl-3-(3-(dimethylamino)propyl)carbodiimide hydrochloric acid salt), C(C1=CC=CC=C1)N (benzylamine), CN1CCOCC1 (N-methylmorpholine), O.ON1N=NC2=C1C=CC=C2 (1-hydroxybenztriazole hydrate). The solvent is C(C)(=O)OCC.CCCCCC (ethyl acetate hexane), ClCCl (dichloromethane). Reaction conditions: time 18 hour. Yields the product C(C1=CC=CC=C1)NC(C(C(=O)NCC1=CC=CC=C1)NC(=O)OC(C)(C)C)=O (N,N′-dibenzyl-2-(t-butoxycarbonylamino)malonamide). The yield is 52.0%. As a reaction SMILES: [C:1]([O:5][C:6]([NH:8][CH:9]([C:13]([OH:15])=O)[C:10]([OH:12])=O)=[O:7])([CH3:4])([CH3:3])[CH3:2].[CH2:16]([NH2:23])[C:17]1[CH:22]=[CH:21][CH:20]=[CH:19][CH:18]=1.C[N:25]1[CH2:30][CH2:29]OCC1.Cl.C(N=C=NCCCN(C)C)C.O.ON1[C:49]2[CH:50]=C[CH:52]=[CH:53][C:48]=2N=N1>C(OCC)(=O)C.CCCCCC.ClCCl>[CH2:16]([NH:23][C:13](=[O:15])[CH:9]([NH:8][C:6]([O:5][C:1]([CH3:2])([CH3:3])[CH3:4])=[O:7])[C:10]([NH:25][CH2:30][C:29]1[CH:52]=[CH:53][CH:48]=[CH:49][CH:50]=1)=[O:12])[C:17]1[CH:22]=[CH:21][CH:20]=[CH:19][CH:18]=1 |f:3.4,5.6,7.8|. Reported procedure: Combine t-butoxycarbonylaminomalonic acid (0.438 g, 2.00 mmol), benzylamine (0.436 mL, 4.0 mmol), and dichloromethane (10 mL). Add N-methylmorpholine (0.55 mL, 5.00 mmol) ), 1-ethyl-3-(3-(dimethylamino)propyl)carbodiimide hydrochloric acid salt (0.96 g, 5.0 mmol), and 1-hydroxybenztriazole hydrate (0.67 g, 5.0 mmol). After 18 hours, concentrate in vacuo, dilute the concentrated reaction mixture with ethyl acetate, extract with an aqueous 5% sulfuric acid solution, a saturated sodium bicarbonate ...